Dataset: the Open Reaction Database (ORD), a public repository of structured organic reaction records. Task: describe an organic reaction: reactants, conditions, products, and yield Reactants: C1CC(C1)N2CCN(CC2)C(=O)C3CC4(C3)CCNCC4, C1=CC=NC(=C1)Br. The reagents and catalysts are C(=O)([O-])[O-].[Cs+].[Cs+], C1=CC=C(C=C1)P(C2=CC=CC=C2)C3=C(C4=CC=CC=C4C=C3)C5=C(C=CC6=CC=CC=C65)P(C7=CC=CC=C7)C8=CC=CC=C8, CC(=O)O.CC(=O)O.[Pd]. Solvent: CC1=CC=CC=C1. Reaction conditions: temperature 110 celsius. The product is C1CC(C1)N2CCN(CC2)C(=O)C3CC4(C3)CCN(CC4)C5=CC=CC=N5. The yield is 42.8%. Procedure: cesium carbonate (123 mg, 0.38 mmol) was added to a solution of (4-cyclobutylpiperazin-1-yl)(7-azaspiro[3.5]nonan-2-yl)methanone (100 mg, 0.34 mmol), PdOAc2 (7.70 mg, 0.03 mmol), BINAP (42.7 mg, 0.07 mmol) and 2-bromopyridine (56.9 mg, 0.36 mmol) in toluene (2 mL). The reaction mixture was heated to 110°C for 18hrs. The room temperature cooled down mixture was filtered over celite. The solvent was concentrated. The product was purified by preparative HPLC using a low pH shallow gradient method (... Reactants: Intermediate 1, BrBr (bromine), BrC(C(=O)OCC)C(C(=O)C1=C(C=C(C(=C1)OC)OC)[N+](=O)[O-])Br (ethyl 2,3-dibromo-4-(4,5-dimethoxy-2-nitrophenyl)-4-oxobutanoate), mixture, COC1=CC(=C(C=C1OC)C(C=CC(=O)OCC)=O)[N+](=O)[O-] (ethyl 4-(4,5-dimethoxy-2-nitrophenyl)-4-oxo-2-butenoate). The solvent is C(Cl)Cl (methylene chloride), C(Cl)Cl (methylene chloride). Yields the product COC1=CC(=C(C=C1OC)C(C#CC(=O)OCC)=O)[N+](=O)[O-] (Ethyl 4-(4 5-dimethoxy-2-nitrophenyl)-4-oxo-2-butynoate). As a reaction SMILES: Br[CH:2]([CH:8](Br)[C:9]([C:11]1[CH:16]=[C:15]([O:17][CH3:18])[C:14]([O:19][CH3:20])=[CH:13][C:12]=1[N+:21]([O-:23])=[O:22])=[O:10])[C:3]([O:5][CH2:6][CH3:7])=[O:4].COC1C(OC)=CC(C(=O)C=CC(OCC)=O)=C([N+]([O-])=O)C=1.BrBr>C(Cl)Cl>[CH3:20][O:19][C:14]1[C:15]([O:17][CH3:18])=[CH:16][C:11]([C:9](=[O:10])[C:8]#[C:2][C:3]([O:5][CH2:6][CH3:7])=[O:4])=[C:12]([N+:21]([O-:23])=[O:22])[CH:13]=1. Procedure details: The procedure as described above in connection with Intermediate 1 was repeated to prepare ethyl 2,3-dibromo-4-(4,5-dimethoxy-2-nitrophenyl)-4-oxobutanoate (337 mg, 100%) in the form of a diastereo mixture as light brown oil (mixing ratio=2:1) from a solution of ethyl 4-(4,5-dimethoxy-2-nitrophenyl)-4-oxo-2-butenoate (199 mg, 0.6 mmol) in methylene chloride (10 ml) and a solution of bromine (0.04 ml) in methylene chloride (5 ml). The diastereo mixture was used in the next reaction without separa... Starting materials: [C-]#N.[Na+] (sodium cyanide), C1(=CC=CC=C1)C(C)N1CCC(CC1)=O (1-(1-phenyl-ethyl)-piperidin-4-one), [Cl-].[NH4+] (ammonium chloride), N (ammonia). Solvent: O (water), O (water). Reaction conditions: time 18 hour. Product: NC1(CCN(CC1)C(C)C1=CC=CC=C1)C#N (4-Amino-1-(1-phenyl-ethyl)-piperidine-4-carbonitrile). Reaction SMILES: [C:1]1([CH:7]([N:9]2[CH2:14][CH2:13][C:12](=O)[CH2:11][CH2:10]2)[CH3:8])[CH:6]=[CH:5][CH:4]=[CH:3][CH:2]=1.[Cl-].[NH4+:17].[NH3:18].[C-:19]#N.[Na+]>O>[NH2:17][C:12]1([C:19]#[N:18])[CH2:13][CH2:14][N:9]([CH:7]([C:1]2[CH:6]=[CH:5][CH:4]=[CH:3][CH:2]=2)[CH3:8])[CH2:10][CH2:11]1 |f:1.2,4.5|. Procedure details: To a mixture of 1-(1-phenyl-ethyl)-piperidin-4-one (10.9 g, 53.6 mmol), ammonium chloride (4.3 g, 80.4 mmol) and 30% aqueous ammonia solution (30 ml) in water (30 ml) at room temperature is added sodium cyanide (4.0 g, 81.6 mmol) portion wise. The reaction mixture is stirred at room temperature for 18 hours, then diluted with water and extracted with DCM. The organic phase is washed with brine, dried over Na2SO4, filtered and concentrated in vacuo to obtain 4-Amino-1-(1-phenyl-ethyl)-piperidine-...